The task is: describe an organic reaction: reactants, conditions, products, and yield. This data is from the Open Reaction Database (ORD), a public repository of structured organic reaction records. Reactants: C(C)(C)(C)C1=C(N)C=C(C=C1)CCC(CC1CCCCC1)OC(C1=CC=CC=C1)=O (2-t-butyl-5-(4-cyclohexyl-3-benzoyloxybutyl)aniline), C(C1=CC=CC=C1)OC1C(CCCC1)CCCO[Si](C)(C)C(C)(C)C (3-benzyloxy-2-(t-butyldimethylsilyloxypropyl)cyclohexane), [H][H] (hydrogen), C(C)O (ethanol). Reagents/catalysts: [Pd] (palladium-on-charcoal). Yields the product [Si](C)(C)(C(C)(C)C)O[C@H](CO)CC1CCCCC1 ((S)-2-t-Butyldimethylsilyoxy-3-cyclohexylpropyl alcohol). Yield: 98.0%. RXN SMILES: C(C1C=CC(C[CH2:13][CH:14]([O:22]C(=O)C2C=CC=CC=2)[CH2:15][CH:16]2[CH2:21][CH2:20][CH2:19][CH2:18][CH2:17]2)=CC=1N)(C)(C)C.C(OC1CCCCC1CCCO[Si:49]([C:52]([CH3:55])([CH3:54])[CH3:53])([CH3:51])[CH3:50])C1C=CC=CC=1.[H][H].C([OH:60])C>[Pd]>[Si:49]([O:22][C@@H:14]([CH2:15][CH:16]1[CH2:17][CH2:18][CH2:19][CH2:20][CH2:21]1)[CH2:13][OH:60])([C:52]([CH3:55])([CH3:54])[CH3:53])([CH3:51])[CH3:50]. Procedure details: A solution of 3.46 g (9.55 mmol) of (S)-[3-benzyloxy-2-(t-butyldimethylsilyloxypropyl)cyclohexane [prepared as described in step (ii) above] in 50 ml of ethanol was vigorously stirred for 5 hours and 20 minutes in a stream of hydrogen and in the presence of 580 mg of 10% w/w palladium-on-charcoal. At the end of this time, the reaction mixture was filtered, and the catalyst was washed with ethanol. The filtrate and the washings were combined and the solvent was removed by distillation under reduc... Reactants: C(C)(=O)OC(C)=O (acetic anhydride), N1=CC=CC=C1 (pyridine), SC1=NC=CC=C1O (2-Mercapto-3-pyridinol). The solvent is O1CCCC1 (tetrahydrofuran). Conditions: time 48 hour. The product is C(C)(=O)OC=1C(=NC=CC1)S (3-acetoxy-2-mercaptopyridine). Reaction SMILES: [SH:1][C:2]1[C:7]([OH:8])=[CH:6][CH:5]=[CH:4][N:3]=1.[C:9](OC(=O)C)(=[O:11])[CH3:10].N1C=CC=CC=1>O1CCCC1>[C:9]([O:8][C:7]1[C:2]([SH:1])=[N:3][CH:4]=[CH:5][CH:6]=1)(=[O:11])[CH3:10]. Reported procedure: 2-Mercapto-3-pyridinol (25) (1.27 g) was dissolved in tetrahydrofuran (50 ml) and treated with acetic anhydride (2 ml) and pyridine (1 ml). The reaction was stirred at room temperature for 48 hours, the solvent evaporated and the residue chromatographed on silica H [Merck Kieselgel 60 (>230 mesh)] to yield 3-acetoxy-2-mercaptopyridine (26) as a yellow crystalline solid from ethyl acetate (0.9 g) m.p. 178°-80°; νmax (CHCl3) 3400, 1760, 1605, 1590, 1460, 1180 cm-1 ; δ (CDCl3 +DMSO-d6) 2.36 (3H, s,... Reactants: ClC1=CC=C(CN2C3=CC=C(C(=C3C=3CCCC(C23)CC(=O)O)CC=C)OCC2=NC3=CC=CC=C3C=C2)C=C1 (9-p-Chlorobenzyl-6-(quinolin-2-ylmethoxy)-5-allyl-1,2,3,4-tetrahydrocarbazol-1-ylacetic acid), C(=O)([O-])[O-].[K+].[K+] (K2CO3), Cl (HCl), ClCC1=NC2=CC=CC=C2C=C1 (2-(chloromethyl)quinoline). Run in CN(C)C=O (DMF), O (H2O). Run at time 48 hour. Product: N1=C(C=CC2=CC=CC=C12)COC=1C=C2C=3CCCC(C3NC2=CC1)CC(=O)OCC (ethyl 6-(quinolin-2-ylmethoxy)-1,2,3,4-tetrahydrocarbazol-1-ylacetate). RXN SMILES: ClC1C=CC(C[N:7]2[C:19]3[CH:18]([CH2:20][C:21]([OH:23])=[O:22])[CH2:17][CH2:16][CH2:15][C:14]=3[C:13]3[C:8]2=[CH:9][CH:10]=[C:11]([O:27][CH2:28][C:29]2[CH:38]=[CH:37][C:36]4[C:31](=[CH:32][CH:33]=[CH:34][CH:35]=4)[N:30]=2)[C:12]=3CC=C)=CC=1.C([O-])([O-])=O.[K+].[K+].Cl[CH2:48][C:49]1C=CC2C(=CC=CC=2)N=1.Cl>CN(C=O)C.O>[N:30]1[C:31]2[C:36](=[CH:35][CH:34]=[CH:33][CH:32]=2)[CH:37]=[CH:38][C:29]=1[CH2:28][O:27][C:11]1[CH:12]=[C:13]2[C:8](=[CH:9][CH:10]=1)[NH:7][C:19]1[CH:18]([CH2:20][C:21]([O:23][CH2:48][CH3:49])=[O:22])[CH2:17][CH2:16][CH2:15][C:14]2=1 |f:1.2.3|. Procedure details: To the phenol ester of Example 9, Step 2 (8.86 g, 32.4 mmol) in anhydrous DMF (50 ml) was added K2CO3 (6.72 g, 48.6 mmol) followed by 2-(chloromethyl)quinoline (7.49 g, 42.1 mmol). The mixture was stirred for 48 hours at room temperature. 2N HCl was added carefully until neutral to litmus paper. H2O (300 ml) was added and the mixture was extracted with EtOAc (6×100 ml). The combined organic layers were washed with water (400 ml) and dried over MgSO4. Evaporation and flash chromatography (20% EtO... The reactants are CNCC#C (N-methylpropargyl amine), FC=1C(=C2/C(/C(NC2=CC1)=O)=C/C=1NC=CC1OC)I ((Z)-1,3-dihydro-5-fluoro-4-iodo-3-[(3-methoxy-1H-pyrrol-2-yl)methylene]-2H-indol-2-one), FC=1C(=C2/C(/C(NC2=CC1)=O)=C/C=1NC=CC1OC)I ((Z)-1,3-dihydro-5-fluoro-4-iodo-3-[(3-methoxy-1H-pyrrol-2-yl)methylene]-2H-indol-2-one). Reagents/catalysts: C=1C=CC(=CC1)[P](C=2C=CC=CC2)(C=3C=CC=CC3)[Pd]([P](C=4C=CC=CC4)(C=5C=CC=CC5)C=6C=CC=CC6)([P](C=7C=CC=CC7)(C=8C=CC=CC8)C=9C=CC=CC9)[P](C=1C=CC=CC1)(C=1C=CC=CC1)C=1C=CC=CC1 ((Ph3P)4Pd). Run in CCN(CC)CC (Et3N), CN(C)C=O (DMF). Product: FC=1C(=C2/C(/C(NC2=CC1)=O)=C/C=1NC=CC1OC)C#CCNC ((Z)-1,3-Dihydro-5-fluoro-4-[3-(N-methylamino)-1-propynyl]-3-[(3-methoxy-1H-pyrrol-2-yl)methylene]-2H-indol-2-one). Reaction SMILES: [CH3:1][NH:2][CH2:3][C:4]#[CH:5].[F:6][C:7]1[C:8](I)=[C:9]2[C:13](=[CH:14][CH:15]=1)[NH:12][C:11](=[O:16])/[C:10]/2=[CH:17]\[C:18]1[NH:19][CH:20]=[CH:21][C:22]=1[O:23][CH3:24]>C1C=CC([P]([Pd]([P](C2C=CC=CC=2)(C2C=CC=CC=2)C2C=CC=CC=2)([P](C2C=CC=CC=2)(C2C=CC=CC=2)C2C=CC=CC=2)[P](C2C=CC=CC=2)(C2C=CC=CC=2)C2C=CC=CC=2)(C2C=CC=CC=2)C2C=CC=CC=2)=CC=1.CN(C=O)C.CCN(CC)CC>[F:6][C:7]1[C:8]([C:5]#[C:4][CH2:3][NH:2][CH3:1])=[C:9]2[C:13](=[CH:14][CH:15]=1)[NH:12][C:11](=[O:16])/[C:10]/2=[CH:17]\[C:18]1[NH:19][CH:20]=[CH:21][C:22]=1[O:23][CH3:24] |^1:29,31,50,69|. Procedure: Using Method C above, N-methylpropargyl amine (44.9 mg, 0.65 mmol) was coupled with (Z)-1,3-dihydro-5-fluoro-4-iodo-3-[(3-methoxy-1H-pyrrol-2-yl)methylene]-2H-indol-2-one (100 mg, 0.26 mmol) (Starting Material 6, supra) using (Ph3P)4Pd (32 mg) and Cul (5.3 mg) as catalyst in DMF (5 mL) and Et3N (5 mL) as solvent at 85° C. for 18 h to yield (Z)-1,3-Dihydro-5-fluoro-4-[3-(N-methylamino)-1-propynyl]-3-[(3-methoxy-1H-pyrrol-2-yl)methylene]-2H-indol-2-one. (Yield 10 mg, 12%). Reactants: C(C)(C)(C)OC(NC1=NC2=CC=C(C=C2CN1CCC)OC1=CC(=CC=C1)CNCC1=C(C=C(C=C1C)C)C)=O ((3-propyl-6-{3-[(2,4,6-trimethyl-benzylamino)-methyl]-phenoxy}-3,4-dihydro-quinazolin-2-yl)-carbamic acid tert-butyl ester). Solvent: FC(C(=O)O)(F)F (trifluoroacetic acid), C(Cl)Cl (DCM). Run at time 8 hour. The product is C(CC)N1C(=NC2=CC=C(C=C2C1)OC1=CC(=CC=C1)CNCC1=C(C=C(C=C1C)C)C)N (3-Propyl-6-{3-[(2,4,6-trimethyl-benzylamino)-methyl]-phenoxy}-3,4-dihydro-quinazolin-2-ylamine). Reaction SMILES: C(OC(=O)[NH:7][C:8]1[N:17]([CH2:18][CH2:19][CH3:20])[CH2:16][C:15]2[C:10](=[CH:11][CH:12]=[C:13]([O:21][C:22]3[CH:27]=[CH:26][CH:25]=[C:24]([CH2:28][NH:29][CH2:30][C:31]4[C:36]([CH3:37])=[CH:35][C:34]([CH3:38])=[CH:33][C:32]=4[CH3:39])[CH:23]=3)[CH:14]=2)[N:9]=1)(C)(C)C>FC(F)(F)C(O)=O.C(Cl)Cl>[CH2:18]([N:17]1[CH2:16][C:15]2[C:10](=[CH:11][CH:12]=[C:13]([O:21][C:22]3[CH:27]=[CH:26][CH:25]=[C:24]([CH2:28][NH:29][CH2:30][C:31]4[C:36]([CH3:37])=[CH:35][C:34]([CH3:38])=[CH:33][C:32]=4[CH3:39])[CH:23]=3)[CH:14]=2)[N:9]=[C:8]1[NH2:7])[CH2:19][CH3:20]. Procedure: A mixture of (3-propyl-6-{3-[(2,4,6-trimethyl-benzylamino)-methyl]-phenoxy}-3,4-dihydro-quinazolin-2-yl)-carbamic acid tert-butyl ester (0.00041 mol) in trifluoroacetic acid (1 mL) and DCM (10 mL) was stirred overnight at room temperature and the solvent was evaporated. The obtained residue was decomposed in diisopropyl ether/CH3CN, then the desired product was filtered off and dried to yield the title compound as a solid.